This data is from the Open Reaction Database (ORD), a public repository of structured organic reaction records. The task is: describe an organic reaction: reactants, conditions, products, and yield The reactants are Nc1ccc(Br)c(C(F)(F)F)c1, Cc1ccccc1, O=C(Cl)OC(Cl)(Cl)Cl, Cl. Yields the product O=C=Nc1ccc(Br)c(C(F)(F)F)c1. Reaction SMILES: [Br:1][c:2]1[c:3]([C:9]([F:10])([F:11])[F:12])[cH:4][c:5]([NH2:6])[cH:7][cH:8]1.[CH3:22][c:23]1[cH:24][cH:25][cH:26][cH:27][cH:28]1.[Cl:14][C:15](=[O:16])[O:17][C:18]([Cl:19])([Cl:20])[Cl:21].[ClH:13]>>[Br:1][c:2]1[c:3]([C:9]([F:10])([F:11])[F:12])[cH:4][c:5]([N:6]=[C:15]=[O:16])[cH:7][cH:8]1. Starting materials: BrCCCCCCC(=O)OCC (ethyl 7-bromoheptanoate), O1C(CCCC1)OC(CCCN(C(C)=O)CCCCCC(C(=O)OC)C)CCCCC (methyl 7-{N-[4-(2-tetrahydropyranyloxy)nonyl]acetamido}-2-methylheptanoate), BrCCCCCC(C(=O)OC)C (methyl 7-bromo-2-methylheptanoate), product. Product: C(C)(=O)OC(CCCN(C(C=C)=O)CCCCCCC(=O)OCC)CCCCC (ethyl 7-[N-(4-acetoxynonyl)-acrylamido]heptanoate). RXN SMILES: Br[CH2:2][CH2:3][CH2:4][CH2:5][CH2:6][CH2:7][C:8]([O:10][CH2:11][CH3:12])=[O:9].BrCCCCCC(C)C(OC)=[O:21].[O:25]1CCC[CH2:27][CH:26]1[O:31][CH:32]([CH2:51][CH2:52][CH2:53][CH2:54][CH3:55])[CH2:33][CH2:34][CH2:35][N:36]([CH2:40][CH2:41][CH2:42]CCC(C)C(OC)=O)C(=O)C>>[C:26]([O:31][CH:32]([CH2:51][CH2:52][CH2:53][CH2:54][CH3:55])[CH2:33][CH2:34][CH2:35][N:36]([CH2:2][CH2:3][CH2:4][CH2:5][CH2:6][CH2:7][C:8]([O:10][CH2:11][CH3:12])=[O:9])[C:40](=[O:21])[CH:41]=[CH2:42])(=[O:25])[CH3:27]. Reported procedure: The synthesis of this compound is carried out as described in Exanple 1 except that, in Step A, the ethyl 7-bromoheptanoate is replaced by an equimolar amount of methyl 7-bromo-2-methylheptanoate (Example L, Step 4). The product of Step A is methyl 7-{N-[4-(2-tetrahydropyranyloxy)nonyl]acetamido}-2-methylheptanoate. The subsequent step yields 7-[N-(4-hydroxynonyl)acetamido]-2-methylheptanoic acid (B). The reactants are CCOc1ccccc1O, COCCOC, CC(C)OC(=O)N=NC(=O)OC(C)C, O=C(O)N1CCOC(CO)C1, c1ccc(P(c2ccccc2)c2ccccc2)cc1. The product is CCOc1ccccc1OCC1CN(C(=O)O)CCO1. Reaction SMILES: [CH2:12]([CH3:13])[O:14][c:15]1[c:16]([OH:21])[cH:17][cH:18][cH:19][cH:20]1.[CH3:55][O:56][CH2:57][CH2:58][O:59][CH3:60].[O:41]=[C:42]([O:43][CH:44]([CH3:45])[CH3:46])[N:47]=[N:48][C:49]([O:50][CH:51]([CH3:52])[CH3:53])=[O:54].[OH:1][CH2:2][CH:3]1[O:4][CH2:5][CH2:6][N:7]([C:9](=[O:10])[OH:11])[CH2:8]1.[c:22]1([P:23]([c:24]2[cH:25][cH:26][cH:27][cH:28][cH:29]2)[c:30]2[cH:31][cH:32][cH:33][cH:34][cH:35]2)[cH:36][cH:37][cH:38][cH:39][cH:40]1>>[O:1]([CH2:2][CH:3]1[O:4][CH2:5][CH2:6][N:7]([C:9](=[O:10])[OH:11])[CH2:8]1)[c:16]1[c:15]([O:14][CH2:12][CH3:13])[cH:20][cH:19][cH:18][cH:17]1. Run at temperature 100 celsius. The solvent is C1(=CC=CC=C1)C (toluene). Procedure details: A mixture of 1-aminopropyl-5-(2-quinolylmethoxy)-indole (1.0 g) and benzyloxycarbonyl chloride (1.0 ml) in toluene was heated at 100° C. for 15 minutes. The cooled solution was concentrated in vacuo and the resultant product purified by chromatographed on silica gel using 30%-ethyl acetate in n-hexanes as eluent to yield 1-(3-(benzyloxycarbonylamino-n-propyl)-5-(2-quinolylmethoxy)-indole (0.27 g), m.p. 109°-111° C. Reactants: NC(CC)C=1NC2=CC=C(C=C2C1)OCC1=NC2=CC=CC=C2C=C1 (1-aminopropyl-5-(2-quinolylmethoxy)-indole), C(C1=CC=CC=C1)OC(=O)Cl (benzyloxycarbonyl chloride). Product: C(C1=CC=CC=C1)OC(=O)NCCCC1=CNC2=CC=C(C=C12)OCC1=NC2=CC=CC=C2C=C1 (3-(benzyloxycarbonylamino-n-propyl)-5-(2-quinolylmethoxy)-indole). RXN SMILES: NC([C:5]1[NH:6][C:7]2[C:12]([CH:13]=1)=[CH:11][C:10]([O:14][CH2:15][C:16]1[CH:25]=[CH:24][C:23]3[C:18](=[CH:19][CH:20]=[CH:21][CH:22]=3)[N:17]=1)=[CH:9][CH:8]=2)CC.[CH2:26]([O:33][C:34](Cl)=[O:35])[C:27]1[CH:32]=[CH:31][CH:30]=[CH:29][CH:28]=1>C1(C)C=CC=CC=1>[CH2:26]([O:33][C:34]([NH:6][CH2:5][CH2:13][CH2:12][C:13]1[C:12]2[C:7](=[CH:8][CH:9]=[C:10]([O:14][CH2:15][C:16]3[CH:25]=[CH:24][C:23]4[C:18](=[CH:19][CH:20]=[CH:21][CH:22]=4)[N:17]=3)[CH:11]=2)[NH:6][CH:5]=1)=[O:35])[C:27]1[CH:32]=[CH:31][CH:30]=[CH:29][CH:28]=1. Yields the product COC(C1=C(C=C(C=C1)C(=O)OC(C)(C)C)Cl)=O (2-chloro-4-(tert-butoxycarbonyl)benzoic acid methyl ester). Procedure: 3-Chloro-4-methoxycarbonylbenzoic acid (0.24 g) was dissolved in DMF (2.5 mL) under N2 then CDI (0.36 g) was added and the resulting mixture was stirred at 40° C. for 2 h. t-BuOH (0.54 mL) and DBU (0.33 mL) were added and the resulting mixture was stirred at 40° C. for 2 days. The mixture was evaporated and the residue was taken up with AcOEt, washed with 1N HCl and sat NaHCO3, dried (MgSO4), filtered and evaporated. The residue was purified by column chromatography (silica gel; eluent: toluene)... The reactants are ClC=1C=C(C(=O)O)C=CC1C(=O)OC (3-Chloro-4-methoxycarbonylbenzoic acid), CC(C)(C)O (t-BuOH), C1CCC2=NCCCN2CC1 (DBU), C1=CN(C=N1)C(=O)N2C=CN=C2 (CDI). Solvent: CN(C)C=O (DMF). Reaction SMILES: [Cl:1][C:2]1[CH:3]=[C:4]([CH:8]=[CH:9][C:10]=1[C:11]([O:13][CH3:14])=[O:12])[C:5]([OH:7])=[O:6].C1N=CN(C(N2C=NC=C2)=O)C=1.[CH3:27][C:28](O)([CH3:30])[CH3:29].C1CCN2C(=NCCC2)CC1>CN(C=O)C>[CH3:14][O:13][C:11](=[O:12])[C:10]1[CH:9]=[CH:8][C:4]([C:5]([O:7][C:28]([CH3:30])([CH3:29])[CH3:27])=[O:6])=[CH:3][C:2]=1[Cl:1]. Conditions: temperature 40 celsius, time 2 day.